The task is: describe an organic reaction: reactants, conditions, products, and yield. This data is from the Open Reaction Database (ORD), a public repository of structured organic reaction records. Starting materials: [N+](=O)([O-])C1=CC=CC=C1 (nitrobenzene), C(C)(=O)[O-].[K+] (potassium acetate), [Se] (selenium), NC1=CC=C(C=C1)C (p-toluidine). Product: C1(=CC=C(C=C1)NC(=O)NC1=CC=CC=C1)C (1-p-tolyl-3-phenylurea). Procedure details: Ten milliliters of nitrobenzene, 100 milliliters of tetrahydrofuran, 1.0 gram potassium acetate, 1.0 gram selenium and 21.4 grams of p-toluidine are charged to the autoclave which is then flushed and pressured to 800 psig with carbon monoxide. The temperature is raised to 180° C. for one hour giving 1-p-tolyl-3-phenylurea as product. As a reaction SMILES: [N+:1]([C:4]1[CH:9]=[CH:8][CH:7]=[CH:6][CH:5]=1)([O-])=O.[C:10]([O-:13])(=O)C.[K+].[Se].[NH2:16][C:17]1[CH:22]=[CH:21][C:20]([CH3:23])=[CH:19][CH:18]=1>O1CCCC1>[C:20]1([CH3:23])[CH:21]=[CH:22][C:17]([NH:16][C:10]([NH:1][C:4]2[CH:9]=[CH:8][CH:7]=[CH:6][CH:5]=2)=[O:13])=[CH:18][CH:19]=1 |f:1.2,^3:14|. Run in O1CCCC1 (tetrahydrofuran). Conditions: temperature 180 celsius. The reactants are N1(N=CC=C1)C1CC(CC1)=O (3-(1H-pyrazol-1-yl)cyclopentan-1-one), [BH4-].[Na+] (NaBH4), Cl (HCl), C(=O)(O)[O-].[Na+] (NaHCO3). Solvent: CO (MeOH). Reaction conditions: time 30 minute. Yields the product N1(N=CC=C1)[C@H]1C[C@H](CC1)O (cis-3-(1H-pyrazol-1-yl)cyclopentanol). The yield is 72.9%. Reaction SMILES: [N:1]1([CH:6]2[CH2:10][CH2:9][C:8](=[O:11])[CH2:7]2)[CH:5]=[CH:4][CH:3]=[N:2]1.[BH4-].[Na+].Cl.C([O-])(O)=O.[Na+]>CO>[N:1]1([C@@H:6]2[CH2:10][CH2:9][C@H:8]([OH:11])[CH2:7]2)[CH:5]=[CH:4][CH:3]=[N:2]1 |f:1.2,4.5|. Procedure details: To a solution of 3-(1H-pyrazol-1-yl)cyclopentan-1-one (14.09 g, 93.8 mmol) in MeOH (150 ml) was added portionwise NaBH4 (1.77 g. 46.8 mmol) at 0° C., and stirred for 30 min at room temperature. The reaction mixture was poured into 0.5M HCl and basified with sat. NaHCO3 aq. and then extracted with CH2Cl2. The organic layer was dried over anhyd Na2SO4 followed by the removal of solvent. The crude product was purified by column chromatography (Hexane/EtOAc=2/1→1/1) to yield cis-3-(1H-pyrazol-1-yl)c...